This data is from the Open Reaction Database (ORD), a public repository of structured organic reaction records. The task is: describe an organic reaction: reactants, conditions, products, and yield Starting materials: COCc1noc(C(CCCC2CCCCC2)CC(=O)OC(C)(C)C)n1, O=C(O)C(F)(F)F. Yields the product COCc1noc(C(CCCC2CCCCC2)CC(=O)O)n1. RXN SMILES: [CH:1]1([CH2:7][CH2:8][CH2:9][CH:10]([CH2:11][C:12](=[O:13])[O:14][C:15]([CH3:16])([CH3:17])[CH3:18])[c:19]2[n:20][c:21]([CH2:24][O:25][CH3:26])[n:22][o:23]2)[CH2:2][CH2:3][CH2:4][CH2:5][CH2:6]1.[OH:27][C:28]([C:29]([F:30])([F:31])[F:32])=[O:33]>>[CH:1]1([CH2:7][CH2:8][CH2:9][CH:10]([CH2:11][C:12](=[O:13])[OH:14])[c:19]2[n:20][c:21]([CH2:24][O:25][CH3:26])[n:22][o:23]2)[CH2:2][CH2:3][CH2:4][CH2:5][CH2:6]1. Reactants: C(C1=CC=CC=C1)N1CCC(CC1)C(=O)OCC (ethyl 1-benzylpiperidine-4-carboxylate), [OH-].[Na+] (sodium hydroxide). The solvent is C(C)O (ethanol). Conditions: time 8 hour. The product is C(C1=CC=CC=C1)N1CCC(CC1)C(=O)[O-].[Na+] (sodium 1-benzylpiperidine-4-carboxylate). RXN SMILES: [CH2:1]([N:8]1[CH2:13][CH2:12][CH:11]([C:14]([O:16]CC)=[O:15])[CH2:10][CH2:9]1)[C:2]1[CH:7]=[CH:6][CH:5]=[CH:4][CH:3]=1.[OH-].[Na+:20]>C(O)C>[CH2:1]([N:8]1[CH2:9][CH2:10][CH:11]([C:14]([O-:16])=[O:15])[CH2:12][CH2:13]1)[C:2]1[CH:3]=[CH:4][CH:5]=[CH:6][CH:7]=1.[Na+:20] |f:1.2,4.5|. Procedure: To a solution consisting of ethyl 1-benzylpiperidine-4-carboxylate (500 mg, 2.02 mmol) in ethanol (10 mL) was added 1 N sodium hydroxide (2.02 mL, 2.02 mmol) and the reaction mixture was stirred at room temperature overnight. Most of the ethanol was removed under reduced pressure and stirring was continued for six hours. Toluene was added to remove most of the water by azeotrope and the material was dried under high vacuum overnight to provide the title intermediate as a white solid. Reactants: CC#N, COc1cccc(CCOS(C)(=O)=O)c1, [I-], [Na+], [Na+], [Na+], O=C([O-])[O-], OCC1CCCCN1. Yields the product COc1cccc(CCN2CCCCC2CO)c1. RXN SMILES: [CH3:32][C:33]#[N:34].[CH3:9][S:10]([O:11][CH2:14][CH2:15][c:16]1[cH:17][c:18]([O:22][CH3:23])[cH:19][cH:20][cH:21]1)(=[O:12])=[O:13].[I-:31].[Na+:24].[Na+:25].[Na+:30].[O-:26][C:27](=[O:28])[O-:29].[OH:1][CH2:2][CH:3]1[NH:4][CH2:5][CH2:6][CH2:7][CH2:8]1>>[OH:1][CH2:2][CH:3]1[N:4]([CH2:14][CH2:15][c:16]2[cH:17][c:18]([O:22][CH3:23])[cH:19][cH:20][cH:21]2)[CH2:5][CH2:6][CH2:7][CH2:8]1. The yield is 68.3%. Procedure details: A mixture of 4-formyl-phenylboronic acid (5.0 g, 33.0 mmol) and 2-bromopyridine (5.53 g, 35.0 mmol, 1.05 equiv.) in 265 mL of 4:3 toluene/95% ethanol was degassed with nitrogen for 30 minutes and then heated under a nitrogen atmosphere, resulting in a clear solution. A slurry of Pd(PPh3)4 (0.77 g) in 50 mL of a 4:4 mixture of toluene and 95% ethanol was added, followed by 50 mL of 3M aqueous Na2CO3. The resulting mixture was gently refluxed at 77° C. After 16 hours, the reaction mixture was cool... The reactants are C(C)O (ethanol), C(=O)([O-])[O-].[Na+].[Na+] (Na2CO3), C(=O)C1=CC=C(C=C1)B(O)O (4-formyl-phenylboronic acid), BrC1=NC=CC=C1 (2-bromopyridine), C(C)O (ethanol). Run in C1(=CC=CC=C1)C (toluene), C1(=CC=CC=C1)C (toluene). As a reaction SMILES: [CH:1]([C:3]1[CH:8]=[CH:7][C:6](B(O)O)=[CH:5][CH:4]=1)=[O:2].Br[C:13]1[CH:18]=[CH:17][CH:16]=[CH:15][N:14]=1.C(O)C.C([O-])([O-])=O.[Na+].[Na+]>C1(C)C=CC=CC=1.C1C=CC([P]([Pd]([P](C2C=CC=CC=2)(C2C=CC=CC=2)C2C=CC=CC=2)([P](C2C=CC=CC=2)(C2C=CC=CC=2)C2C=CC=CC=2)[P](C2C=CC=CC=2)(C2C=CC=CC=2)C2C=CC=CC=2)(C2C=CC=CC=2)C2C=CC=CC=2)=CC=1>[N:14]1[CH:15]=[CH:16][CH:17]=[CH:18][C:13]=1[C:6]1[CH:7]=[CH:8][C:3]([CH:1]=[O:2])=[CH:4][CH:5]=1 |f:3.4.5,^1:38,40,59,78|. Yields the product N1=C(C=CC=C1)C1=CC=C(C=O)C=C1 (4-Pyridin-2-yl-benzaldehyde). The reagents and catalysts are C=1C=CC(=CC1)[P](C=2C=CC=CC2)(C=3C=CC=CC3)[Pd]([P](C=4C=CC=CC4)(C=5C=CC=CC5)C=6C=CC=CC6)([P](C=7C=CC=CC7)(C=8C=CC=CC8)C=9C=CC=CC9)[P](C=1C=CC=CC1)(C=1C=CC=CC1)C=1C=CC=CC1 (Pd(PPh3)4). Conditions: temperature 77 celsius, time 16 hour. Starting materials: ClCC=1N=C(OC1C=1C=NC=CC1)C1=CC=CC=C1 (4-(chloromethyl)-2-phenyl-5-(pyridin-3-yl)oxazole), [C-]#N.[K+] (potassium cyanide), O (water). Run in CS(=O)C (DMSO). Conditions: time 1 hour. Product: C1(=CC=CC=C1)C=1OC(=C(N1)CC#N)C=1C=NC=CC1 (2-(2-Phenyl-5-(pyridin-3-yl)oxazol-4-yl)acetonitrile). Isolated yield 88.3%. As a reaction SMILES: Cl[CH2:2][C:3]1[N:4]=[C:5]([C:14]2[CH:19]=[CH:18][CH:17]=[CH:16][CH:15]=2)[O:6][C:7]=1[C:8]1[CH:9]=[N:10][CH:11]=[CH:12][CH:13]=1.[C-:20]#[N:21].[K+].O>CS(C)=O>[C:14]1([C:5]2[O:6][C:7]([C:8]3[CH:9]=[N:10][CH:11]=[CH:12][CH:13]=3)=[C:3]([CH2:2][C:20]#[N:21])[N:4]=2)[CH:19]=[CH:18][CH:17]=[CH:16][CH:15]=1 |f:1.2|. Reported procedure: To a solution of 4-(chloromethyl)-2-phenyl-5-(pyridin-3-yl)oxazole (197 mg, 728 μmol) in DMSO (4 mL) was added at RT potassium cyanide (56.9 mg, 873 μmol). Stirring was continued for 1 h and the reaction mixture was poured into water (25 mL) and extracted with ethyl acetate (2×50 mL). The organic phases were washed with water (2×20 mL) and brine (1×20 mL). The combined organic layer was dried over MgSO4 and concentrated in vacuo to give 168 mg crude product. The product was obtained after purifi... Starting materials: NC=1OC=C(N1)C=1[C@]2(C)[C@@H](CC1)[C@@H]1CC=C3C[C@H](CC[C@]3(C)[C@H]1CC2)O ((3β)-17-(2-amino-4-oxazolyl)-androsta-5,16-dien-3-ol), Br (HBr). Product: NC=1OC=C(N1)C=1[C@]2(C)[C@@H](CC1)[C@@H]1CC=C3CC(CC[C@]3(C)[C@H]1CC2)=O (17-(2-amino-4-oxazolyl)-androsta-5,16-dien-3-one). As a reaction SMILES: [NH2:1][C:2]1[O:3][CH:4]=[C:5]([C:7]2[C@:8]3([CH2:25][CH2:24][C@H:23]4[C@@H:13]([CH2:14][CH:15]=[C:16]5[C@:21]4([CH3:22])[CH2:20][CH2:19][C@H:18]([OH:26])[CH2:17]5)[C@@H:10]3[CH2:11][CH:12]=2)[CH3:9])[N:6]=1.Br>>[NH2:1][C:2]1[O:3][CH:4]=[C:5]([C:7]2[C@:8]3([CH2:25][CH2:24][C@H:23]4[C@@H:13]([CH2:14][CH:15]=[C:16]5[C@:21]4([CH3:22])[CH2:20][CH2:19][C:18](=[O:26])[CH2:17]5)[C@@H:10]3[CH2:11][CH:12]=2)[CH3:9])[N:6]=1. Reported procedure: In an analogous manner to example 2 the title compound is prepared from (3β)-17-(2-amino-4-oxazolyl)-androsta-5,16-dien-3-ol.HBr prepared in example 5. Reactants: BrC=1C=C(C#N)C=CC1F (3-bromo-4-fluorobenzonitrile), ClC1=CC=C(C=C1)O (4-chlorophenol), C([O-])([O-])=O.[K+].[K+] (potassium carbonate). Solvent: CS(=O)C (DMSO), [Cl-].[NH4+] (ammonium chloride). Run at time 18 hour. Product: BrC=1C=C(C#N)C=CC1OC1=CC=C(C=C1)Cl (3-bromo-4-(4-chlorophenoxy)benzonitrile). Yield: 100.1%. RXN SMILES: [Br:1][C:2]1[CH:3]=[C:4]([CH:7]=[CH:8][C:9]=1F)[C:5]#[N:6].[Cl:11][C:12]1[CH:17]=[CH:16][C:15]([OH:18])=[CH:14][CH:13]=1.C(=O)([O-])[O-].[K+].[K+]>CS(C)=O.[Cl-].[NH4+]>[Br:1][C:2]1[CH:3]=[C:4]([CH:7]=[CH:8][C:9]=1[O:18][C:15]1[CH:16]=[CH:17][C:12]([Cl:11])=[CH:13][CH:14]=1)[C:5]#[N:6] |f:2.3.4,6.7|. Procedure: A mixture of 3-bromo-4-fluorobenzonitrile (1.60 g, 8.00 mmol), 4-chlorophenol (1.028 g, 8 mmol) and potassium carbonate (2.487 g, 24 mmol) in DMSO (20 mL) was stirred for 18 hours at room temperature under a nitrogen atmosphere. The reaction was diluted with aqueous ammonium chloride (50 mL) and extracted with EtOAc (3×30 mL). The combined organic extract was washed with water (2×30 mL) and dried over magnesium sulfate, filtered and concentrated in vacuo to afford the title compound as a white s...